From a dataset of the Open Reaction Database (ORD), a public repository of structured organic reaction records. describe an organic reaction: reactants, conditions, products, and yield The solvent is C(C)(=O)O (acetic acid), S(O)(O)(=O)=O (sulfuric acid). Procedure: To a solution of 1.63 g of 2,3,5,6,7,8-hexahydro-1-methyl-3-oxoisoquinoline in 10 ml of acetic acid, 1 ml of concentrated sulfuric acid and 5 ml of concentrated nitric acid (d=1.42) were dropwise added under cooling on ice. After the reaction was completed, the reaction mixture was poured into ice water and deposited crystals were filtered out. There was obtained 1.0 g of 2,3,5,6,7,8-hexahydro-1-methyl-4-nitro-3-oxoisoquinoline. mp: 255° C. (decomposition). RXN SMILES: [CH3:1][C:2]1[NH:3][C:4](=[O:12])[CH:5]=[C:6]2[C:11]=1[CH2:10][CH2:9][CH2:8][CH2:7]2.[N+:13]([O-])([OH:15])=[O:14]>C(O)(=O)C.S(=O)(=O)(O)O>[CH3:1][C:2]1[NH:3][C:4](=[O:12])[C:5]([N+:13]([O-:15])=[O:14])=[C:6]2[C:11]=1[CH2:10][CH2:9][CH2:8][CH2:7]2. Reactants: CC=1NC(C=C2CCCCC12)=O (2,3,5,6,7,8-hexahydro-1-methyl-3-oxoisoquinoline), [N+](=O)(O)[O-] (nitric acid), ice water. The product is CC=1NC(C(=C2CCCCC12)[N+](=O)[O-])=O (2,3,5,6,7,8-hexahydro-1-methyl-4-nitro-3-oxoisoquinoline). The reactants are BrC1=CC2=C(N(C(C3=C(N=CC=C23)C)=O)C)C=C1OC[C@H](CC(C)C)NC(OC(C)(C)C)=O ((S)-tert-butyl (1-((9-bromo-4,6-dimethyl-5-oxo-5,6 dihydrobenzo[c][2,7]naphthyridin-8-yl)oxy)-4-methylpentan-2-yl)carbamate), C(CCC)[Sn](C(=C)OCC)(CCCC)CCCC (tributyl(1-ethoxyvinyl)stannane). Reagents/catalysts: C=1C=CC(=CC1)/C=C/C(=O)/C=C/C2=CC=CC=C2.C=1C=CC(=CC1)/C=C/C(=O)/C=C/C2=CC=CC=C2.C=1C=CC(=CC1)/C=C/C(=O)/C=C/C2=CC=CC=C2.[Pd].[Pd] (tris(dibenzylideneacetone)dipalladium), C1=CC=C(C=C1)P([C-]2C=CC=C2)C3=CC=CC=C3.C1=CC=C(C=C1)P([C-]2C=CC=C2)C3=CC=CC=C3.[Fe+2] (DPPF). The solvent is O (water), O1CCOCC1 (1,4-dioxane). Conditions: temperature 100 celsius, time 12 hour. Product: C(C)OC(=C)C1=CC2=C(N(C(C3=C(N=CC=C23)C)=O)C)C=C1OC[C@H](CC(C)C)NC(OC(C)(C)C)=O ((S)-tert-butyl (1-((9-(1-ethoxyvinyl)-4,6 dimethyl-5-oxo-5,6-dihydrobenzo[c][2,7]naphthyridin-8-yl)oxy)-4-methylpentan-2-yl)carbamate). Isolated yield 34.2%. Reaction SMILES: Br[C:2]1[C:18]([O:19][CH2:20][C@@H:21]([NH:26][C:27](=[O:33])[O:28][C:29]([CH3:32])([CH3:31])[CH3:30])[CH2:22][CH:23]([CH3:25])[CH3:24])=[CH:17][C:5]2[N:6]([CH3:16])[C:7](=[O:15])[C:8]3[C:13]([C:4]=2[CH:3]=1)=[CH:12][CH:11]=[N:10][C:9]=3[CH3:14].C([Sn](CCCC)(CCCC)[C:39]([O:41][CH2:42][CH3:43])=[CH2:40])CCC>O1CCOCC1.O.C1C=CC(/C=C/C(/C=C/C2C=CC=CC=2)=O)=CC=1.C1C=CC(/C=C/C(/C=C/C2C=CC=CC=2)=O)=CC=1.C1C=CC(/C=C/C(/C=C/C2C=CC=CC=2)=O)=CC=1.[Pd].[Pd].C1C=CC(P(C2C=CC=CC=2)[C-]2C=CC=C2)=CC=1.C1C=CC(P(C2C=CC=CC=2)[C-]2C=CC=C2)=CC=1.[Fe+2]>[CH2:42]([O:41][C:39]([C:2]1[C:18]([O:19][CH2:20][C@@H:21]([NH:26][C:27](=[O:33])[O:28][C:29]([CH3:31])([CH3:32])[CH3:30])[CH2:22][CH:23]([CH3:25])[CH3:24])=[CH:17][C:5]2[N:6]([CH3:16])[C:7](=[O:15])[C:8]3[C:13]([C:4]=2[CH:3]=1)=[CH:12][CH:11]=[N:10][C:9]=3[CH3:14])=[CH2:40])[CH3:43] |f:4.5.6.7.8,9.10.11|. Procedure: To a solution of (S)-tert-butyl (1-((9-bromo-4,6-dimethyl-5-oxo-5,6 dihydrobenzo[c][2,7]naphthyridin-8-yl)oxy)-4-methylpentan-2-yl)carbamate (500 mg, 0.964 mmol) in 1,4-dioxane (5 mL), tributyl(1-ethoxyvinyl)stannane (697 mg, 1.929 mmol), tris(dibenzylideneacetone)dipalladium (0) (88 mg, 0.096 mmol) and DPPF (53.5 mg, 0.096 mmol) were added. The reaction mixture was allowed to stir at 100° C. for 12 h. The reaction mixture was diluted with water and extracted in ethyl acetate. The organic layer ... The reactants are Brc1cnccc1C1CO1, CC(C)(C)O, CC(C)(C)[O-], CS(C)=O, [K+], [SH3+]. Product: Brc1cnccc1C1CCO1. RXN SMILES: [Br:8][c:9]1[cH:10][n:11][cH:12][cH:13][c:14]1[CH:15]1[O:16][CH2:17]1.[C:18]([OH:19])([CH3:20])([CH3:21])[CH3:22].[CH3:1][C:2]([CH3:3])([O-:4])[CH3:5].[CH3:23][S:24]([CH3:25])=[O:26].[K+:6].[SH3+:7]>>[CH2:1]1[O:16][CH:15]([c:14]2[c:9]([Br:8])[cH:10][n:11][cH:12][cH:13]2)[CH2:17]1. Reactants: CC(C)(C)OC(=O)NC1=NC(C)(c2cc(Br)cc([N+](=O)[O-])c2)COC1, CO. Yields the product CC(C)(C)OC(=O)NC1=NC(C)(c2cc(N)cc(Br)c2)COC1. RXN SMILES: [C:1]([CH3:2])([CH3:3])([CH3:4])[O:5][C:6]([NH:7][C:8]1=[N:13][C:12]([CH3:14])([c:15]2[cH:16][c:17]([Br:24])[cH:18][c:19]([N+:21]([O-:22])=[O:23])[cH:20]2)[CH2:11][O:10][CH2:9]1)=[O:25].[CH3:26][OH:27]>>[C:1]([CH3:2])([CH3:3])([CH3:4])[O:5][C:6]([NH:7][C:8]1=[N:13][C:12]([CH3:14])([c:15]2[cH:16][c:17]([Br:24])[cH:18][c:19]([NH2:21])[cH:20]2)[CH2:11][O:10][CH2:9]1)=[O:25]. Starting materials: CN(/C=C/C(=O)C1=NN(C=CC1=O)C1=CC(=CC=C1)OC(F)(F)F)C (3-((E)-3-Dimethylamino-acryloyl)-1-(3-trifluoromethoxy-phenyl)-1H-pyridazin-4-one), C1(=CC=CC=C1)NN (phenylhydrazine). Yields the product C1(=CC=CC=C1)N1N=CC=C1C1=NN(C=CC1=O)C1=CC(=CC=C1)OC(F)(F)F (3-(2-Phenyl-2H-pyrazol-3-yl)-1-(3-trifluoromethoxy-phenyl)-1H-pyridazin-4-one). Isolated yield 64.0%. As a reaction SMILES: C[N:2](C)/[CH:3]=[CH:4]/[C:5]([C:7]1[C:12](=[O:13])[CH:11]=[CH:10][N:9]([C:14]2[CH:19]=[CH:18][CH:17]=[C:16]([O:20][C:21]([F:24])([F:23])[F:22])[CH:15]=2)[N:8]=1)=O.[C:26]1([NH:32]N)[CH:31]=[CH:30][CH:29]=[CH:28][CH:27]=1>>[C:26]1([N:32]2[C:5]([C:7]3[C:12](=[O:13])[CH:11]=[CH:10][N:9]([C:14]4[CH:19]=[CH:18][CH:17]=[C:16]([O:20][C:21]([F:24])([F:23])[F:22])[CH:15]=4)[N:8]=3)=[CH:4][CH:3]=[N:2]2)[CH:31]=[CH:30][CH:29]=[CH:28][CH:27]=1. Procedure details: The product was obtained starting from 3-((E)-3-Dimethylamino-acryloyl)-1-(3-trifluoromethoxy-phenyl)-1H-pyridazin-4-one (A-6) and phenylhydrazine according to the method described for Example 1 in 64% yield. MS: M=399.1 (M+H)+ Starting materials: COC(=O)C1CCC2=CC(=C(C=C12)O)C(=O)C1=CC=C(C=C1)C (5-(p-toluoyl)-6-hydroxy-indane-1-carboxylic acid methyl ester). The solvent is CCOCC (ether). Yields the product C1(=CC=C(C=C1)C(=O)C=1C=C2CCC(C2=CC1O)C(=O)O)C (5-(p-toluoyl)-6-hydroxy-indane-1-carboxylic acid). As a reaction SMILES: C[O:2][C:3]([CH:5]1[C:13]2[C:8](=[CH:9][C:10]([C:15]([C:17]3[CH:22]=[CH:21][C:20]([CH3:23])=[CH:19][CH:18]=3)=[O:16])=[C:11]([OH:14])[CH:12]=2)[CH2:7][CH2:6]1)=[O:4]>CCOCC>[C:20]1([CH3:23])[CH:21]=[CH:22][C:17]([C:15]([C:10]2[CH:9]=[C:8]3[C:13](=[CH:12][C:11]=2[OH:14])[CH:5]([C:3]([OH:4])=[O:2])[CH2:6][CH2:7]3)=[O:16])=[CH:18][CH:19]=1. Procedure details: Analogously to the method described in Example 2, 8.5 g of 5-(p-toluoyl)-6-hydroxy-indane-1-carboxylic acid methyl ester give 5-(p-toluoyl)-6-hydroxy-indane-1-carboxylic acid in the form of yellow crystals of melting point 186-8° C (from ether). The reactants are Cn1c2c(c3c(Cl)cccc31)C(=O)N(c1ccc3ccn(CC(=O)OC(C)(C)C)c3c1)C2, ClCCl, O=C(O)C(F)(F)F. Yields the product Cn1c2c(c3c(Cl)cccc31)C(=O)N(c1ccc3ccn(CC(=O)O)c3c1)C2. As a reaction SMILES: [Cl:1][c:2]1[c:3]2[c:4]3[c:5]([n:6]([CH3:11])[c:7]2[cH:8][cH:9][cH:10]1)[CH2:12][N:13]([c:16]1[cH:17][cH:18][c:19]2[cH:20][cH:21][n:22]([CH2:25][C:26](=[O:27])[O:28][C:29]([CH3:30])([CH3:31])[CH3:32])[c:23]2[cH:24]1)[C:14]3=[O:15].[Cl:40][CH2:41][Cl:42].[F:33][C:34]([F:35])([F:36])[C:37]([OH:38])=[O:39]>>[Cl:1][c:2]1[c:3]2[c:4]3[c:5]([n:6]([CH3:11])[c:7]2[cH:8][cH:9][cH:10]1)[CH2:12][N:13]([c:16]1[cH:17][cH:18][c:19]2[cH:20][cH:21][n:22]([CH2:25][C:26](=[O:27])[OH:28])[c:23]2[cH:24]1)[C:14]3=[O:15]. The reactants are COC(=O)C1CC(S(C)(=O)=O)CN1C(=O)CC(C)=O, COc1ccc(P2(=S)SP(=S)(c3ccc(OC)cc3)S2)cc1. Yields the product COC(=O)C1CC(S(C)(=O)=O)CN1C(=S)CC(C)=O. Reaction SMILES: [CH3:1][O:2][C:3](=[O:4])[CH:5]1[N:6]([C:14]([CH2:15][C:16]([CH3:17])=[O:18])=[O:19])[CH2:7][CH:8]([S:10](=[O:11])(=[O:12])[CH3:13])[CH2:9]1.[CH3:20][O:21][c:22]1[cH:23][cH:24][c:25]([P:26]2(=[S:29])[S:27][P:28]([c:30]3[cH:31][cH:32][c:33]([O:34][CH3:35])[cH:36][cH:37]3)(=[S:38])[S:39]2)[cH:40][cH:41]1>>[CH3:1][O:2][C:3](=[O:4])[CH:5]1[N:6]([C:14]([CH2:15][C:16]([CH3:17])=[O:18])=[S:29])[CH2:7][CH:8]([S:10](=[O:11])(=[O:12])[CH3:13])[CH2:9]1.